Dataset: the Open Reaction Database (ORD), a public repository of structured organic reaction records. Task: describe an organic reaction: reactants, conditions, products, and yield Reactants: B(F)(F)F.CCOCC (borontrifluoride etherate), C(C)OC(C[C@@]12C(CCC[C@H]2CC1)=O)=O (cis-2-Oxobicyclo[4.2.0]octane-1-acetic acid ethyl ester), ClC=1C(=C(C=CC1)NN)C (3-chloro-2-methylphenylhydrazine). Run in C(C)(=O)O (acetic acid), O (water), C1(=CC=CC=C1)C (toluene), O (water). Product: ethyl acetate petroleum ether, C(C)OC(C[C@]12[C@H](CCC=3C4=CC=C(C(=C4NC13)C)Cl)CC2)=O (cis-7-chloro-1,2,2a,3,4,9-hexahydro-8-methyl-9bH-cyclobuta[a]carbazole-9b-acetic acid ethyl ester). Isolated yield 43.1%. As a reaction SMILES: [CH2:1]([O:3][C:4](=[O:15])[CH2:5][C@@:6]12[CH2:13][CH2:12][C@@H:11]1[CH2:10][CH2:9][CH2:8][C:7]2=O)[CH3:2].[Cl:16][C:17]1[C:18]([CH3:25])=[C:19]([NH:23]N)[CH:20]=[CH:21][CH:22]=1.B(F)(F)F.CCOCC>C1(C)C=CC=CC=1.O.C(O)(=O)C>[CH2:1]([O:3][C:4](=[O:15])[CH2:5][C@:6]12[CH2:13][CH2:12][C@H:11]1[CH2:10][CH2:9][C:8]1[C:20]3[C:19]([NH:23][C:7]=12)=[C:18]([CH3:25])[C:17]([Cl:16])=[CH:22][CH:21]=3)[CH3:2] |f:2.3|. Reported procedure: cis-2-Oxobicyclo[4.2.0]octane-1-acetic acid ethyl ester (3.7 g, 18.87 mmol) prepared by the process of Ziegler et al, J. Am. Chem. Soc., 104, 7181 (1982) and 3-chloro-2-methylphenylhydrazine (2.95 g, 18.87 mmol) were dissolved in 50 mL of toluene and refluxed under nitrogen with azeotropic removal of water for 48 hours. The toluene was removed and 13 mL of acetic acid and 2.78 mL (22.64 mmol) of borontrifluoride etherate was added to the residue. The reaction mixture was then allowed to reflux u... The product is CCCCCCCOC(=O)OC(Cn1ccnc1)c1ccc(Cl)cc1Cl. As a reaction SMILES: [Cl:1][c:2]1[c:3]([CH:4]([CH2:5][n:6]2[cH:7][n:8][cH:9][cH:10]2)[O:11][C:12](=[O:13])[O:14][CH2:15][CH2:16][CH2:17][CH2:18][CH2:19][CH2:20][CH2:21][CH3:22])[cH:23][cH:24][c:25]([Cl:27])[cH:26]1.[O-:28][N+:29](=[O:30])[O-:31]>>[Cl:1][c:2]1[c:3]([CH:4]([CH2:5][n:6]2[cH:7][n:8][cH:9][cH:10]2)[O:11][C:12](=[O:13])[O:14][CH2:15][CH2:16][CH2:17][CH2:18][CH2:19][CH2:20][CH3:21])[cH:23][cH:24][c:25]([Cl:27])[cH:26]1. Starting materials: CCCCCCCCOC(=O)OC(Cn1ccnc1)c1ccc(Cl)cc1Cl, O=[N+]([O-])[O-]. The reactants are C(C)OC(/C(/C)=N/C1=CC=C(C=C1)N1C=NC=C1)=O (2-[(E)-4-Imidazol-1-yl-phenylimino]-propionic acid ethyl ester), CS(=O)(=O)O.O=P12OP3(=O)OP(=O)(O1)OP(=O)(O2)O3 (Eaton's reagent). Run in P(=O)([O-])([O-])[O-].[K+].[K+].[K+] (potassium phosphate). Reaction conditions: temperature 100 celsius, time 1 hour. Yields the product C(C)OC(=O)C=1NC2=CC=C(C=C2C1)N1C=NC=C1 (5-imidazol-1-yl-1H-indole-2-carboxylic acid ethyl ester), material. Isolated yield 47.0%. Reaction SMILES: [CH2:1]([O:3][C:4](=[O:19])/[C:5](=[N:7]/[C:8]1[CH:13]=[CH:12][C:11]([N:14]2[CH:18]=[CH:17][N:16]=[CH:15]2)=[CH:10][CH:9]=1)/[CH3:6])[CH3:2].CS(O)(=O)=O.O=P12OP3(OP(OP(O3)(O1)=O)(=O)O2)=O>P([O-])([O-])([O-])=O.[K+].[K+].[K+]>[CH2:1]([O:3][C:4]([C:5]1[NH:7][C:8]2[C:9]([CH:6]=1)=[CH:10][C:11]([N:14]1[CH:18]=[CH:17][N:16]=[CH:15]1)=[CH:12][CH:13]=2)=[O:19])[CH3:2] |f:1.2,3.4.5.6|. Procedure details: 2-[(E)-4-Imidazol-1-yl-phenylimino]-propionic acid ethyl ester (842 mg) was added to an Eaton's reagent (4 ml), and this was stirred at 100° C. for one hour. After adjusting the pH of the reaction mixture to 11 using an aqueous solution (about 10 ml) of 20% potassium phosphate, the mixture was extracted with ethyl acetate (30 ml). The organic layer was washed with an aqueous solution saturated with sodium chloride (20 ml), and the organic layer was concentrated under reduced pressure. The result... Reactants: COC(C(C)(C)N1C=NC(=C1)NC(C(CCC)N)=O)=O (2-[4-(2-Amino-pentanoylamino)-imidazol-1-yl]-2-methyl-propionic acid methyl ester), FC=1C=C(C=C(C1)F)CC(=O)O ((3,5-Difluoro-phenyl)-acetic acid). The product is COC(C(C)(C)N1C=NC(=C1)NC(C(CCC)NC(CC1=CC(=CC(=C1)F)F)=O)=O)=O (2-(4-{2-[2-(3,5-Difluoro-phenyl)-acetylamino]-pentanoylamino}-imidazol-1-yl)-2-methyl-propionic acid methyl ester). Reaction SMILES: [CH3:1][O:2][C:3](=[O:20])[C:4]([N:7]1[CH:11]=[C:10]([NH:12][C:13](=[O:19])[CH:14]([NH2:18])[CH2:15][CH2:16][CH3:17])[N:9]=[CH:8]1)([CH3:6])[CH3:5].[F:21][C:22]1[CH:23]=[C:24]([CH2:29][C:30](O)=[O:31])[CH:25]=[C:26]([F:28])[CH:27]=1>>[CH3:1][O:2][C:3](=[O:20])[C:4]([N:7]1[CH:11]=[C:10]([NH:12][C:13](=[O:19])[CH:14]([NH:18][C:30](=[O:31])[CH2:29][C:24]2[CH:23]=[C:22]([F:21])[CH:27]=[C:26]([F:28])[CH:25]=2)[CH2:15][CH2:16][CH3:17])[N:9]=[CH:8]1)([CH3:5])[CH3:6]. Reported procedure: 2-[4-(2-Amino-pentanoylamino)-imidazol-1-yl]-2-methyl-propionic acid methyl ester was coupled with (3,5-Difluoro-phenyl)-acetic acid to provide the title compound: C13 NMR (100 MHz, CDCl3) 13.9, 18.9, 26.1, 26.2, 35.9, 43.0, 53.1, 53.3, 61.2, 102.5, 102.8, 103.0, 106.1, 112.3, 112.4, 112.5, 112.6, 132.0, 137.6, 138.8, 161.8, 162.0, 164.3, 164.4, 169.3, 169.4, 172.6; MS 437.20 m/z (M+1). Reactants: solution, Cl (hydrogen chloride), C(C)(C)(C)OC(NC1(CC1)C1=NC(=NO1)C1CN(CC(C1)C1=CC=C(C=C1)C(F)(F)F)C(=O)N1CCOCC1)=O (tert-Butyl[1-(3-{1-(morpholin-4-ylcarbonyl)-5-[4-(trifluoromethyl)phenyl]piperidin-3-yl}-1,2,4-oxadiazol-5-yl)cyclopropyl]carbamate). Solvent: O1CCOCC1 (dioxane), O1CCOCC1 (dioxane). Conditions: time 20 hour. The product is Cl.NC1(CC1)C1=NC(=NO1)C1CN(CC(C1)C1=CC=C(C=C1)C(F)(F)F)C(=O)N1CCOCC1 ({3-[5-(1-Aminocyclopropyl)-1,2,4-oxadiazol-3-yl]-5-[4-(trifluoromethyl)phenyl]piperidin-1-yl}-(morpholin-4-yl)methanone hydrochloride). RXN SMILES: [ClH:1].C(OC(=O)[NH:8][C:9]1([C:12]2[O:16][N:15]=[C:14]([CH:17]3[CH2:22][CH:21]([C:23]4[CH:28]=[CH:27][C:26]([C:29]([F:32])([F:31])[F:30])=[CH:25][CH:24]=4)[CH2:20][N:19]([C:33]([N:35]4[CH2:40][CH2:39][O:38][CH2:37][CH2:36]4)=[O:34])[CH2:18]3)[N:13]=2)[CH2:11][CH2:10]1)(C)(C)C>O1CCOCC1>[ClH:1].[NH2:8][C:9]1([C:12]2[O:16][N:15]=[C:14]([CH:17]3[CH2:22][CH:21]([C:23]4[CH:28]=[CH:27][C:26]([C:29]([F:31])([F:32])[F:30])=[CH:25][CH:24]=4)[CH2:20][N:19]([C:33]([N:35]4[CH2:40][CH2:39][O:38][CH2:37][CH2:36]4)=[O:34])[CH2:18]3)[N:13]=2)[CH2:11][CH2:10]1 |f:3.4|. Reported procedure: 0.6 ml (2.3 mmol) of a 4N solution of hydrogen chloride in dioxane was added to a solution of 130 mg (0.230 mmol) of the compound from Example 85A in 0.25 ml of dioxane. The reaction mixture was stirred at room temperature for 20 h. The mixture was concentrated under reduced pressure, again taken up in 0.25 ml of dioxane, and once more 0.6 ml (2.3 mmol) of a 4N solution of hydrogen chloride in dioxane was added. The reaction mixture was stirred at room temperature for 16 h. The mixture was then ... Starting materials: BrC1=CC=C(C=C1)C1=CC=C(N=N1)O[C@H]1CN2CCC1CC2 ((3R)-3-[6-(4-Bromo-phenyl)-pyridazin-3-yloxy]-1-aza-bicyclo[2.2.2]octane), C(C1=CC=CC=C1)(C1=CC=CC=C1)=N (benzhydrylideneamine), CC1(C2=C(C(=CC=C2)P(C3=CC=CC=C3)C4=CC=CC=C4)OC5=C(C=CC=C51)P(C6=CC=CC=C6)C7=CC=CC=C7)C (Xantphos), C(C)(C)(C)O[Na] (t-BuONa). Reagents/catalysts: C=1C=CC(=CC1)/C=C/C(=O)/C=C/C2=CC=CC=C2.C=1C=CC(=CC1)/C=C/C(=O)/C=C/C2=CC=CC=C2.C=1C=CC(=CC1)/C=C/C(=O)/C=C/C2=CC=CC=C2.[Pd].[Pd] (Pd2(dba)3). Run in C1(=CC=CC=C1)C (toluene), CCOC(=O)C (EtOAc). Product: N12C[C@@H](C(CC1)CC2)OC2=CC=C(N=N2)C2=CC=C(C=C2)N=C(C2=CC=CC=C2)C2=CC=CC=C2 (4-{6-[(3R)-1-Aza-bicyclo[2.2.2]oct-3-yloxy]-pyridazin-3-yl}-phenyl-benzhydrylidene-amine). As a reaction SMILES: Br[C:2]1[CH:7]=[CH:6][C:5]([C:8]2[N:13]=[N:12][C:11]([O:14][C@@H:15]3[CH:20]4[CH2:21][CH2:22][N:17]([CH2:18][CH2:19]4)[CH2:16]3)=[CH:10][CH:9]=2)=[CH:4][CH:3]=1.[C:23](=[NH:36])([C:30]1[CH:35]=[CH:34][CH:33]=[CH:32][CH:31]=1)[C:24]1[CH:29]=[CH:28][CH:27]=[CH:26][CH:25]=1.CC1(C)C2C(=C(P(C3C=CC=CC=3)C3C=CC=CC=3)C=CC=2)OC2C(P(C3C=CC=CC=3)C3C=CC=CC=3)=CC=CC1=2.C(O[Na])(C)(C)C>C1(C)C=CC=CC=1.CCOC(C)=O.C1C=CC(/C=C/C(/C=C/C2C=CC=CC=2)=O)=CC=1.C1C=CC(/C=C/C(/C=C/C2C=CC=CC=2)=O)=CC=1.C1C=CC(/C=C/C(/C=C/C2C=CC=CC=2)=O)=CC=1.[Pd].[Pd]>[N:17]12[CH2:22][CH2:21][CH:20]([CH2:19][CH2:18]1)[C@@H:15]([O:14][C:11]1[N:12]=[N:13][C:8]([C:5]3[CH:6]=[CH:7][C:2]([N:36]=[C:23]([C:24]4[CH:29]=[CH:28][CH:27]=[CH:26][CH:25]=4)[C:30]4[CH:35]=[CH:34][CH:33]=[CH:32][CH:31]=4)=[CH:3][CH:4]=3)=[CH:9][CH:10]=1)[CH2:16]2 |f:6.7.8.9.10|. Procedure: The product of Example 29D (360 mg, 1 mmol) was coupled with benzhydrylideneamine (Aldrich, 270 mg, 1.5 mmol) under the catalysis of Pd2(dba)3 (Aldrich, 18.3 mg, 0.02 mmol) and Xantphos (Strem Chemicals, 36 mg, 0.06 mmol) with t-BuONa (Aldrich, 150 mg, 1.5 mmol) in toluene (anhydrous, Aldrich, 10 mL) at 100° C. for 2 h. The mixture was then cooled down to ambient temperature and diluted with EtOAc (50 mL), washed with water (2×5 mL). The organic solution was concentrated and the title compound w... Starting materials: NC1=CC2=C(C(=CO2)C)C=C1Cl (6-amino-5-chloro-3-methylbenzofuran), BrCCCCBr (1,4-dibromobutane), C(C)N(C(C)C)C(C)C (N-ethyldiisopropylamine). Solvent: C(C)O (ethanol). Product: ClC=1C(=CC2=C(C(=CO2)C)C1)N1CCCC1 (5-chloro-3-methyl-6-(pyrrolidin-1-yl)-benzofuran). RXN SMILES: [NH2:1][C:2]1[C:11]([Cl:12])=[CH:10][C:5]2[C:6]([CH3:9])=[CH:7][O:8][C:4]=2[CH:3]=1.Br[CH2:14][CH2:15][CH2:16][CH2:17]Br.C(N(C(C)C)C(C)C)C>C(O)C>[Cl:12][C:11]1[C:2]([N:1]2[CH2:17][CH2:16][CH2:15][CH2:14]2)=[CH:3][C:4]2[O:8][CH:7]=[C:6]([CH3:9])[C:5]=2[CH:10]=1. Procedure: A mixture of 9.1 g (50 mmole) of 6-amino-5-chloro-3-methylbenzofuran, 11.8 ml (0.1 mole) of 1,4-dibromobutane, 17.1 ml (0.1 mole) of N-ethyldiisopropylamine and 60 ml of ethanol is boiled under reflux for 24 hours and then concentrated by evaporation in vacuo. The residue is partitioned between methylene chloride and saturated sodium bicarbonate solution. The crude product obtained after drying and concentration by evaporation of the methylene chloride is chromatographed with petroleum ether/eth... The reactants are Cc1ncc[nH]1, CS(=O)(=O)Nn1c(=O)[nH]c2cc([N+](=O)[O-])c(F)cc2c1=O. The product is Cc1nccn1-c1cc2c(=O)n(NS(C)(=O)=O)c(=O)[nH]c2cc1[N+](=O)[O-]. RXN SMILES: [CH3:22][c:23]1[nH:24][cH:25][cH:26][n:27]1.[F:1][c:2]1[cH:3][c:4]2[c:5](=[O:21])[n:6]([NH:16][S:17](=[O:18])(=[O:19])[CH3:20])[c:7](=[O:15])[nH:8][c:9]2[cH:10][c:11]1[N+:12](=[O:13])[O-:14]>>[c:2]1(-[n:24]2[c:23]([CH3:22])[n:27][cH:26][cH:25]2)[cH:3][c:4]2[c:5](=[O:21])[n:6]([NH:16][S:17](=[O:18])(=[O:19])[CH3:20])[c:7](=[O:15])[nH:8][c:9]2[cH:10][c:11]1[N+:12](=[O:13])[O-:14]. Starting materials: C([O-])([O-])=O.[Na+].[Na+] (sodium carbonate), IC1=NC=CC=C1 (iodopyridine), CC#CC (2-butyne), CN(C)C=O (DMF), [Cl-].[Li+] (lithium chloride). Reagents/catalysts: C1=CC=C(C=C1)P([C-]2C=CC=C2)C3=CC=CC=C3.C1=CC=C(C=C1)P([C-]2C=CC=C2)C3=CC=CC=C3.Cl[Pd]Cl.[Fe+2] (Pd(dppf)2Cl2). Solvent: C(Cl)Cl (CH2Cl2), C(Cl)Cl (CH2Cl2), C(Cl)Cl (CH2Cl2), CO (MeOH), C(C)(=O)OCC (ethyl acetate), [Cl-].[NH4+] (ammonium chloride). Run at temperature 90 celsius, time 24 hour. The product is CC1=C(C=2C(=CN=CC2)N1)C (2,3-Dimethyl-1H-pyrrolo[2,3-c]pyridine). Isolated yield 77.0%. Reaction SMILES: I[C:2]1[CH:7]=[CH:6][CH:5]=[CH:4][N:3]=1.[CH3:8][C:9]#[C:10][CH3:11].[Cl-].[Li+].C(=O)([O-])[O-].[Na+].[Na+].C[N:21](C=O)C>C(OCC)(=O)C.[Cl-].[NH4+].C(Cl)Cl.C1C=CC(P(C2C=CC=CC=2)[C-]2C=CC=C2)=CC=1.C1C=CC(P(C2C=CC=CC=2)[C-]2C=CC=C2)=CC=1.Cl[Pd]Cl.[Fe+2].CO>[CH3:8][C:9]1[NH:21][C:7]2=[CH:2][N:3]=[CH:4][CH:5]=[C:6]2[C:10]=1[CH3:11] |f:2.3,4.5.6,9.10,12.13.14.15|. Procedure: In a pressure tube, a solution of iodopyridine (1.80 g, 8.18 mmol) in 20 mL of DMF was treated with 2-butyne (1.5 mL, 19.1 mmol), Pd(dppf)2Cl2.CH2Cl2 (357 mg, 0.438 mmol), lithium chloride (367 mg, 8.71 mmol), and sodium carbonate (1.82 g, 17.2 mmol). The tube was sealed and heated to 90° C. After 24 hours, the tube was cooled and opened. The resulting mixture was diluted with 20 mL of ethyl acetate and 20 mL of saturated aqueous ammonium chloride solution. The phases were separated and the aque...